From a dataset of the Open Reaction Database (ORD), a public repository of structured organic reaction records. describe an organic reaction: reactants, conditions, products, and yield Reaction SMILES: CN(C)[CH:3]([N:20]([CH3:22])C)[CH:4]([O:7][C:8]1[CH:16]=[C:15]([CH3:17])[C:11]2[S:12][CH:13]=[CH:14][C:10]=2[C:9]=1[CH2:18][CH3:19])[C:5]#[N:6].Cl.N[C:26]1[CH:31]=[CH:30]C=[CH:28][CH:27]=1.Cl.NC(N)=N.C[O-].[Na+].NC(N)=N>C(O)C>[CH2:18]([C:9]1[C:10]2[CH:14]=[CH:13][S:12][C:11]=2[C:15]([CH3:17])=[CH:16][C:8]=1[O:7][C:4](=[CH:3][NH:20][C:22]1[CH:30]=[CH:31][CH:26]=[CH:27][CH:28]=1)[C:5]#[N:6])[CH3:19] |f:1.2,3.4,5.6|. Product: C(C)C1=C(C=C(C=2SC=CC21)C)OC(C#N)=CNC2=CC=CC=C2 (2-(4-Ethyl-7-methyl-benzo[b]thiophen-5-yloxy)-3-phenylamino-acrylonitrile). Procedure details: 3,3-Bis-dimethylamino-2-(4-ethyl-7-methyl-benzo[b]thiophen-5-yloxy)-propionitrile (590 mg, 2 mmol) and aniline HCl (1.1 g, 9 mmol) in 5 mL absolute ethanol were heated at reflux for 2.0 hours. In a separate flask, guanidine HCl (0.850 mg., 9 mmol) and sodium methoxide solution (1.83 ml, 9 mmol, 4.9 molar solution in methanol) were mixed in 1 ml Ethanol. The guanidine solution was added to the reaction mixture via pipette, and the reaction mixture was heated to reflux for 5 hours, then cooled. So... The reactants are Cl.NC(=N)N (guanidine HCl), C[O-].[Na+] (sodium methoxide), NC(=N)N (guanidine), CN(C(C(C#N)OC1=C(C2=C(SC=C2)C(=C1)C)CC)N(C)C)C (3,3-Bis-dimethylamino-2-(4-ethyl-7-methyl-benzo[b]thiophen-5-yloxy)-propionitrile), Cl.NC1=CC=CC=C1 (aniline HCl). The yield is 55.0%. The solvent is C(C)O (Ethanol), C(C)O (ethanol). Reactants: C(C)(C)(C)OC(=O)N1CCC(CC1)C1=CC=C(C=C1)Br (4-(4-bromophenyl)-piperidine-1-carboxylic acid tert-butyl ester), Cl (hydrogen chloride). The solvent is C(C)(=O)OCC (ethyl acetate), C(C)(=O)OCC (ethyl acetate). Reaction conditions: time 5 hour. Yields the product Cl.BrC1=CC=C(C=C1)C1CCNCC1 (4-(4-bromophenyl)-piperidine hydrochloride). Yield: 98.0%. RXN SMILES: C(OC([N:8]1[CH2:13][CH2:12][CH:11]([C:14]2[CH:19]=[CH:18][C:17]([Br:20])=[CH:16][CH:15]=2)[CH2:10][CH2:9]1)=O)(C)(C)C.[ClH:21]>C(OCC)(=O)C>[ClH:21].[Br:20][C:17]1[CH:18]=[CH:19][C:14]([CH:11]2[CH2:10][CH2:9][NH:8][CH2:13][CH2:12]2)=[CH:15][CH:16]=1 |f:3.4|. Procedure details: To a solution of furnished 4-(4-bromophenyl)-piperidine-1-carboxylic acid tert-butyl ester (1114 mg, 3.27 mmol) in ethyl acetate (1 mL) was added 4 N hydrogen chloride in ethyl acetate (2 mL) at room temperature. After stirring for 5 h, solvent was removed in vacuo, and the resulting solid was washed with ethyl acetate and dried in vacuo to afford (4-(4-bromophenyl)-piperidine hydrochloride (884 mg, 98%) as a white solid. The reactants are CC1=NC(NC(=O)OCc2ccccc2)C(=O)N(C)c2cc(Br)ccc21, CS(=O)(=O)O, COc1ccccc1, [NH4+], [OH-]. Product: CC1=NC(N)C(=O)N(C)c2cc(Br)ccc21. As a reaction SMILES: [Br:1][c:2]1[cH:3][c:4]2[c:5]([cH:25][cH:26]1)[C:6]([CH3:24])=[N:7][CH:8]([NH:13][C:14](=[O:15])[O:16][CH2:17][c:18]1[cH:19][cH:20][cH:21][cH:22][cH:23]1)[C:9](=[O:12])[N:10]2[CH3:11].[CH3:27][S:28]([OH:29])(=[O:30])=[O:31].[CH3:34][O:35][c:36]1[cH:37][cH:38][cH:39][cH:40][cH:41]1.[NH4+:32].[OH-:33]>>[Br:1][c:2]1[cH:3][c:4]2[c:5]([cH:25][cH:26]1)[C:6]([CH3:24])=[N:7][CH:8]([NH2:13])[C:9](=[O:12])[N:10]2[CH3:11].